This data is from the Open Reaction Database (ORD), a public repository of structured organic reaction records. The task is: describe an organic reaction: reactants, conditions, products, and yield Reactants: ClC1=CC=C(C=C1)C1=NNC(SC1)=O (5-(4-Chloro-phenyl)-3,6-dihydro-[1,3,4]thiadiazin-2-one), BrCC1=CC=C(C=C1)[N+](=O)[O-] (1-bromomethyl-4-nitro-benzene), C([O-])([O-])=O.[K+].[K+] (potassium carbonate), O (water). The solvent is C(C)#N (acetonitrile). Run at temperature 80 celsius, time 1 hour. Yields the product ClC1=CC=C(C=C1)C1=NN(C(SC1)=O)CC1=CC=C(C=C1)[N+](=O)[O-] (5-(4-Chloro-phenyl)-3-(4-nitro-benzyl)-3,6-dihydro-[1,3,4]thiadiazin-2-one). RXN SMILES: [Cl:1][C:2]1[CH:7]=[CH:6][C:5]([C:8]2[CH2:13][S:12][C:11](=[O:14])[NH:10][N:9]=2)=[CH:4][CH:3]=1.Br[CH2:16][C:17]1[CH:22]=[CH:21][C:20]([N+:23]([O-:25])=[O:24])=[CH:19][CH:18]=1.C(=O)([O-])[O-].[K+].[K+].O>C(#N)C>[Cl:1][C:2]1[CH:3]=[CH:4][C:5]([C:8]2[CH2:13][S:12][C:11](=[O:14])[N:10]([CH2:16][C:17]3[CH:22]=[CH:21][C:20]([N+:23]([O-:25])=[O:24])=[CH:19][CH:18]=3)[N:9]=2)=[CH:6][CH:7]=1 |f:2.3.4|. Procedure details: To a solution of the compound obtained in Step A (57.83 mmoles) in acetonitrile (260 ml) there are added 1-bromomethyl-4-nitro-benzene (63.61 mmoles) and potassium carbonate (231.32 mmoles). The reaction mixture is stirred at 80° C. for 1 hour under nitrogen. The reaction mixture is brought to ambient temperature and 100 ml of water are added. Extraction with ethyl ether (3×350 ml) is carried out and the organic phases are combined. The organic phase obtained is dried over sodium sulphate, filte... Reactants: C(C)(C)(C)OC(=O)N1C(CN(CC1)C(=O)OC(C)(C)C)C1=CC=C(C=C1)C1=NOC=N1 (1,4-di(t-butoxycarbonyl)-2-(4-(1,2,4-oxadiazol-3-yl) phenyl)piperazine), Cl (hydrogen chloride). Solvent: ClCCl (dichloromethane), C(C)(=O)OCC (ethyl acetate). Reaction conditions: time 1.5 hour. Yields the product Cl.Cl.O1N=C(N=C1)C1=CC=C(C=C1)C1NCCNC1 (2-(4-(1,2,4-oxadiazol-3-yl)phenyl)piperazine dihydrochloride). Isolated yield 98.0%. Reaction SMILES: C(OC([N:8]1[CH2:13][CH2:12][N:11](C(OC(C)(C)C)=O)[CH2:10][CH:9]1[C:21]1[CH:26]=[CH:25][C:24]([C:27]2[N:31]=[CH:30][O:29][N:28]=2)=[CH:23][CH:22]=1)=O)(C)(C)C.[ClH:32]>ClCCl.C(OCC)(=O)C>[ClH:32].[ClH:32].[O:29]1[CH:30]=[N:31][C:27]([C:24]2[CH:25]=[CH:26][C:21]([CH:9]3[CH2:10][NH:11][CH2:12][CH2:13][NH:8]3)=[CH:22][CH:23]=2)=[N:28]1 |f:4.5.6|. Procedure details: To a solution of 1,4-di(t-butoxycarbonyl)-2-(4-(1,2,4-oxadiazol-3-yl) phenyl)piperazine (464 mg, 1.08 mmol) in dichloromethane (2 mL) was added 4 N hydrogen chloride in ethyl acetate (3 mL) at room temperature. After stirring for 1.5 h, the precipitate was collected and dried in vacuo to afford 2-(4-(1,2,4-oxadiazol-3-yl)phenyl)piperazine dihydrochloride (321 mg, 98%) as a white powder. Starting materials: CC(C)(C)O, C1CCOC1, CCOC(C)=O, [O-][I+3]([O-])([O-])[O-], [Na+], O, C=Cc1ccc2nc(C(=O)Nc3ccccc3)cn2c1. The product is O=Cc1ccc2nc(C(=O)Nc3ccccc3)cn2c1. As a reaction SMILES: [C:27]([OH:28])([CH3:29])([CH3:30])[CH3:31].[CH2:33]1[O:34][CH2:35][CH2:36][CH2:37]1.[CH3:38][CH2:39][O:40][C:41](=[O:42])[CH3:43].[I+3:21]([O-:22])([O-:23])([O-:24])[O-:25].[Na+:26].[OH2:32].[c:1]1([NH:7][C:8](=[O:9])[c:10]2[n:11][c:12]3[n:13]([cH:14][c:15]([CH:18]=[CH2:19])[cH:16][cH:17]3)[cH:20]2)[cH:2][cH:3][cH:4][cH:5][cH:6]1>>[c:1]1([NH:7][C:8](=[O:9])[c:10]2[n:11][c:12]3[n:13]([cH:14][c:15]([CH:18]=[O:22])[cH:16][cH:17]3)[cH:20]2)[cH:2][cH:3][cH:4][cH:5][cH:6]1. The reactants are O=CC12CN3CC1C2C3, [Cl-], N#C[K], N, [NH4+], O. The product is N#CC(N)C12CN3CC1C2C3. RXN SMILES: [CH:1](=[O:2])[C:3]12[CH:4]3[CH2:5][N:6]([CH2:7][CH:8]13)[CH2:9]2.[Cl-:14].[K:10][C:11]#[N:12].[NH3:13].[NH4+:15].[OH2:16]>>[CH:1]([C:3]12[CH:4]3[CH2:5][N:6]([CH2:7][CH:8]13)[CH2:9]2)([C:11]#[N:12])[NH2:13].